From a dataset of the Open Reaction Database (ORD), a public repository of structured organic reaction records. describe an organic reaction: reactants, conditions, products, and yield Reactants: COC(=O)c1ccc(Oc2ccccn2)cc1-c1ccccc1, CO, [Na+], [OH-], O. Yields the product O=C(O)c1ccc(Oc2ccccn2)cc1-c1ccccc1. As a reaction SMILES: [CH3:1][O:2][C:3]([c:4]1[c:5](-[c:17]2[cH:18][cH:19][cH:20][cH:21][cH:22]2)[cH:6][c:7]([O:10][c:11]2[n:12][cH:13][cH:14][cH:15][cH:16]2)[cH:8][cH:9]1)=[O:23].[CH3:26][OH:27].[Na+:25].[OH-:24].[OH2:28]>>[O:2]=[C:3]([c:4]1[c:5](-[c:17]2[cH:18][cH:19][cH:20][cH:21][cH:22]2)[cH:6][c:7]([O:10][c:11]2[n:12][cH:13][cH:14][cH:15][cH:16]2)[cH:8][cH:9]1)[OH:23]. Reactants: [H-].[Na+] (sodium hydride), CN(C)C=O (DMF), BrCCC (1-bromopropane), CN(C)C=O (DMF), C(C1=CC=CO1)N (furfurylamine), CN(C)C=O (DMF). Run at time 15 minute. The product is C(C1=CC=CO1)CCCN (N-Furfurylpropylamine). Reaction SMILES: [CH2:1](N)[C:2]1[O:6][CH:5]=[CH:4][CH:3]=1.[H-].[Na+].Br[CH2:11][CH2:12][CH3:13].C[N:15](C=O)C>>[CH2:1]([CH2:13][CH2:12][CH2:11][NH2:15])[C:2]1[O:6][CH:5]=[CH:4][CH:3]=1 |f:1.2|. Procedure details: A solution of furfurylamine (1.0 g) in dry DMF (3 ml) was added to a cooled (0°-5° C.) stirred suspension of sodium hydride (60% dispersion; 0.46 g) in DMF (5 ml). After 15 minutes, a solution of 1-bromopropane (1.3 g) in dry DMF (2 ml) was added over 5 minutes. Stirring was continued for 1 h and the reaction mixture was then allowed to warm to room temperature and stirred overnight. The reaction was quenched by the addition of dilute hydrochloric acid. Aqueous sodium hydrogen carbonate solution... Starting materials: CS(C)=O, [H-], O=[N+]([O-])c1ccc(CCl)cc1, [Na+], c1ccc2[nH]ccc2c1. Product: O=[N+]([O-])c1ccc(Cn2ccc3ccccc32)cc1. Reaction SMILES: [CH3:23][S:24](=[O:25])[CH3:26].[H-:1].[N+:12](=[O:13])([O-:14])[c:15]1[cH:16][cH:17][c:18]([CH2:19][Cl:20])[cH:21][cH:22]1.[Na+:2].[nH:3]1[cH:4][cH:5][c:6]2[cH:7][cH:8][cH:9][cH:10][c:11]12>>[n:3]1([CH2:19][c:18]2[cH:17][cH:16][c:15]([N+:12](=[O:13])[O-:14])[cH:22][cH:21]2)[cH:4][cH:5][c:6]2[cH:7][cH:8][cH:9][cH:10][c:11]12. The reactants are C(CCC)[Li] (n-butyl lithium), O (water), BrC1=COC=C1 (3-bromofuran), C(C)(=O)C1=CC=C(C=C1)C1=CC=CC=C1 (4-acetylbiphenyl). Solvent: C1CCOC1 (THF), C1CCOC1 (THF), C1CCOC1 (THF). Conditions: time 3 hour. Product: C1(=CC(=CC=C1)C(O)(C1=COC=C1)C)C1=CC=CC=C1 (α-([1,1'-Biphenyl]-3-yl)-α-methyl-3-furanmethanol). RXN SMILES: Br[C:2]1[CH:6]=[CH:5][O:4][CH:3]=1.C([Li])C[CH2:9][CH3:10].C([C:15]1[CH:20]=[CH:19][C:18]([C:21]2[CH:26]=[CH:25][CH:24]=[CH:23][CH:22]=2)=[CH:17][CH:16]=1)(=O)C.[OH2:27]>C1COCC1>[C:21]1([C:18]2[CH:17]=[CH:16][CH:15]=[CH:20][CH:19]=2)[CH:22]=[CH:23][CH:24]=[C:25]([C:9]([CH3:10])([C:2]2[CH:6]=[CH:5][O:4][CH:3]=2)[OH:27])[CH:26]=1. Reported procedure: To a solution of 14.5 g (0.1 mol) of 3-bromofuran in 500 mL of THF cooled to -78° C. was added dropwise a solution of 64 mL (0.12 mol) to n-butyl lithium in THF. The solution was allowed to stir for 3 hours after the addition was complete, whereupon a solution of 19 g (0.1 mol) 4-acetylbiphenyl in 200 mL of THF was added. The mixture was allowed to stir for 1 hour, then warmed to room temperature. The mixture was then poured into water and extracted with ether (2×500 mL). The ether layers were c... Starting materials: COc1ccc(CC(=O)NCC(OC)OC)cc1OC, CC(=O)O, Cl. Yields the product COc1cc2c(cc1OC)CC(=O)NC=C2. RXN SMILES: [CH3:1][O:2][CH:3]([CH2:4][NH:5][C:6]([CH2:7][c:8]1[cH:9][c:10]([O:16][CH3:17])[c:11]([O:14][CH3:15])[cH:12][cH:13]1)=[O:18])[O:19][CH3:20].[CH3:22][C:23](=[O:24])[OH:25].[ClH:21]>>[CH:3]1=[CH:4][NH:5][C:6](=[O:18])[CH2:7][c:8]2[cH:9][c:10]([O:16][CH3:17])[c:11]([O:14][CH3:15])[cH:12][c:13]21. Starting materials: ClC1=CC=C(C=C1)NC1(CCN(CC1)CC1=CC=CC=C1)C(=O)N (4-(4-chloro-phenyl-amino)-1-(phenylmethyl)-4-piperidine-carboxamide), C(OCC)(OCC)OCC (triethyl orthoformate). Conditions: temperature 150 celsius, time 10 day. Product: C(C1=CC=CC=C1)N1CCC2(C(N=CN2C2=CC=C(C=C2)Cl)=O)CC1 (8-benzyl-1-4-chloro-phenyl-1,3,8-triazaspiro[4,5]dec-2-en-4-one). As a reaction SMILES: [Cl:1][C:2]1[CH:7]=[CH:6][C:5]([NH:8][C:9]2([C:22]([NH2:24])=[O:23])[CH2:14][CH2:13][N:12]([CH2:15][C:16]3[CH:21]=[CH:20][CH:19]=[CH:18][CH:17]=3)[CH2:11][CH2:10]2)=[CH:4][CH:3]=1.[CH:25](OCC)(OCC)OCC>>[CH2:15]([N:12]1[CH2:13][CH2:14][C:9]2([N:8]([C:5]3[CH:6]=[CH:7][C:2]([Cl:1])=[CH:3][CH:4]=3)[CH:25]=[N:24][C:22]2=[O:23])[CH2:10][CH2:11]1)[C:16]1[CH:17]=[CH:18][CH:19]=[CH:20][CH:21]=1. Procedure details: 4-(4-chloro-phenyl-amino)-1-(phenylmethyl)-4-piperidine-carboxamide (6.47 g) was dissolved in 31 ml triethyl orthoformate and stirred at 150° C. for 10 d. After cooling to 0° C., the reaction mixture was filtered and the light brown powder washed with ether to yield 8-benzyl-1-4-chloro-phenyl-1,3,8-triazaspiro[4,5]dec-2-en-4-one (3.90 g). M.p. 217-219° C. The reactants are CS(=O)(=O)c1ccc(CCO)cc1, ClCCl, O=C(N=NC(=O)N1CCCCC1)N1CCCCC1, CCC(Cc1ccc(O)cc1)C(=O)OC, c1ccc(P(c2ccccc2)c2ccccc2)cc1. The product is O=P(c1ccccc1)(c1ccccc1)c1ccccc1. Reaction SMILES: [CH3:16][S:17]([c:18]1[cH:19][cH:20][c:21]([CH2:22][CH2:23][OH:24])[cH:25][cH:26]1)(=[O:27])=[O:28].[Cl:66][CH2:67][Cl:68].[N:29]([C:30]([N:31]1[CH2:32][CH2:33][CH2:34][CH2:35][CH2:36]1)=[O:37])=[N:38][C:39]([N:40]1[CH2:41][CH2:42][CH2:43][CH2:44][CH2:45]1)=[O:46].[OH:1][c:2]1[cH:3][cH:4][c:5]([CH2:6][CH:7]([CH2:8][CH3:9])[C:10]([O:11][CH3:12])=[O:13])[cH:14][cH:15]1.[c:47]1([P:53]([c:54]2[cH:55][cH:56][cH:57][cH:58][cH:59]2)[c:60]2[cH:61][cH:62][cH:63][cH:64][cH:65]2)[cH:48][cH:49][cH:50][cH:51][cH:52]1>>[O:1]=[P:53]([c:47]1[cH:48][cH:49][cH:50][cH:51][cH:52]1)([c:54]1[cH:55][cH:56][cH:57][cH:58][cH:59]1)[c:60]1[cH:61][cH:62][cH:63][cH:64][cH:65]1.